This data is from the Open Reaction Database (ORD), a public repository of structured organic reaction records. The task is: describe an organic reaction: reactants, conditions, products, and yield Solvent: O (water). Reaction SMILES: [Br:1][CH:2]([CH2:6][CH2:7][CH2:8][CH2:9][CH2:10][CH2:11][CH2:12][N:13]1[C:17](=[O:18])[C:16]2=[CH:19][CH:20]=[CH:21][CH:22]=[C:15]2[C:14]1=[O:23])[C:3]([OH:5])=[O:4].S(=O)(=O)(O)O.[CH2:29](O)[CH3:30]>O>[Br:1][CH:2]([CH2:6][CH2:7][CH2:8][CH2:9][CH2:10][CH2:11][CH2:12][N:13]1[C:17](=[O:18])[C:16]2=[CH:19][CH:20]=[CH:21][CH:22]=[C:15]2[C:14]1=[O:23])[C:3]([O:5][CH2:29][CH3:30])=[O:4]. Conditions: time 8 hour. The product is BrC(C(=O)OCC)CCCCCCCN1C(C=2C(C1=O)=CC=CC2)=O (ethyl 2-bromo-9-phthalimidononanoate). Procedure details: In 50 ml of ethanol is dissolved 6.8 g of 2-bromo-9-phthalimidononanoic acid, and 5 ml of conc. sulfuric acid is added to the solution. After the solution is left standing overnight, the solution is diluted with 100 ml of water and extracted with 200 ml of ethyl acetate. The ethyl acetate layer is washed with 50 ml of aqueous sodium bicarbonate solution and 50 ml of water, dried over anhydrous magnesium sulfate and concentrated under reduced pressure. The resulting oily substance is purified by ... The reactants are BrC(C(=O)O)CCCCCCCN1C(C=2C(C1=O)=CC=CC2)=O (2-bromo-9-phthalimidononanoic acid), S(O)(O)(=O)=O (sulfuric acid), C(C)O (ethanol). The reactants are C(C)(=O)OC1=C(C=C(C(=O)N(C2=C(C=CC(=C2)OC)C2CC=3C=CC(=CC3CC2)OC(C(C)(C)C)=O)C(C)C)C=C1)F (pivalic acid 6-{2-[(4-acetoxy-3-fluorobenzoyl)isopropylamino]-4-methoxyphenyl}-5,6,7,8-tetrahydronaphthalen-2-yl ester), O (Water), O (water), C([O-])([O-])=O.[K+].[K+] (potassium carbonate). Solvent: CO (methanol). Reaction conditions: time 1 hour. Yields the product FC=1C=C(C(=O)N(C2=C(C=CC(=C2)OC)C2CC=3C=CC(=CC3CC2)OC(C(C)(C)C)=O)C(C)C)C=CC1O (Pivalic acid 6-{2-[(3-fluoro-4-hydroxybenzoyl)isopropylamino]-4-methoxyphenyl}-5,6,7,8-tetrahydronaphthalen-2-yl ester). The yield is 62.5%. Reaction SMILES: C([O:4][C:5]1[CH:41]=[CH:40][C:8]([C:9]([N:11]([CH:37]([CH3:39])[CH3:38])[C:12]2[CH:17]=[C:16]([O:18][CH3:19])[CH:15]=[CH:14][C:13]=2[CH:20]2[CH2:29][CH2:28][C:27]3[CH:26]=[C:25]([O:30][C:31](=[O:36])[C:32]([CH3:35])([CH3:34])[CH3:33])[CH:24]=[CH:23][C:22]=3[CH2:21]2)=[O:10])=[CH:7][C:6]=1[F:42])(=O)C.O.C(=O)([O-])[O-].[K+].[K+]>CO>[F:42][C:6]1[CH:7]=[C:8]([CH:40]=[CH:41][C:5]=1[OH:4])[C:9]([N:11]([CH:37]([CH3:39])[CH3:38])[C:12]1[CH:17]=[C:16]([O:18][CH3:19])[CH:15]=[CH:14][C:13]=1[CH:20]1[CH2:29][CH2:28][C:27]2[CH:26]=[C:25]([O:30][C:31](=[O:36])[C:32]([CH3:33])([CH3:34])[CH3:35])[CH:24]=[CH:23][C:22]=2[CH2:21]1)=[O:10] |f:2.3.4|. Reported procedure: To a solution of pivalic acid 6-{2-[(4-acetoxy-3-fluorobenzoyl)isopropylamino]-4-methoxyphenyl}-5,6,7,8-tetrahydronaphthalen-2-yl ester (1.1 g) in methanol (18 ml) were sequentially added water (2 ml) and potassium carbonate (321 mg), and the solution was stirred for 1 hour at room temperature. Water was added thereto, the solution was extracted with ethyl acetate, then washed with brine, dried over anhydrous magnesium sulfate, and then the solvent was evaporated in vacuo. The residue was purifi... The reactants are Brc1cn[nH]c1, O=C([O-])[O-], CCOC(C)=O, I[Cu]I, Ic1ccccc1, [K+], [K+], N#N, NC1CCCCC1N, C1COCCO1. Product: Brc1cnn(-c2ccccc2)c1. RXN SMILES: [Br:1][c:2]1[cH:3][n:4][nH:5][cH:6]1.[C:22](=[O:23])([O-:24])[O-:25].[CH3:30][CH2:31][O:32][C:33]([CH3:34])=[O:35].[Cu:36]([I:37])[I:38].[I:7][c:8]1[cH:9][cH:10][cH:11][cH:12][cH:13]1.[K+:26].[K+:27].[N:28]#[N:29].[NH2:14][CH:15]1[CH2:16][CH2:17][CH2:18][CH2:19][CH:20]1[NH2:21].[O:39]1[CH2:40][CH2:41][O:42][CH2:43][CH2:44]1>>[Br:1][c:2]1[cH:3][n:4][n:5](-[c:8]2[cH:9][cH:10][cH:11][cH:12][cH:13]2)[cH:6]1. Starting materials: BrCCC (1-bromopropane), [Mg] (magnesium), ClC(=O)CCCC(=O)OC (methyl 4-(chloroformyl)butyrate), saturated aqueous solution, [Cl-].[NH4+] (ammonium chloride), BrCCC (1-bromopropane). Solvent: C1CCOC1 (THF), C1CCOC1 (THF). Run at time 10 minute. The product is O=C(CCCC(=O)OC)CCC (Methyl 5-Oxooctanoate). As a reaction SMILES: [Mg].Br[CH2:3][CH2:4][CH3:5].Cl[C:7]([CH2:9][CH2:10][CH2:11][C:12]([O:14][CH3:15])=[O:13])=[O:8].[Cl-].[NH4+]>C1COCC1>[O:8]=[C:7]([CH2:3][CH2:4][CH3:5])[CH2:9][CH2:10][CH2:11][C:12]([O:14][CH3:15])=[O:13] |f:3.4|. Reported procedure: 2.82 g of magnesium is introduced into a 250 ml reaction vessel under a nitrogen atmosphere. It is covered with THF and 1 ml of 1-bromopropane is poured in. When the reaction starts, a solution of 9.9 ml of 1-bromopropane in 150 ml of THF is added dropwise over 1.5 hours. Once addition is complete, agitation is carried out for 10 minutes, then the reaction medium is taken to reflux for 3 hours followed by bringing to a temperature of -80° C. A solution of 17 ml of methyl 4-(chloroformyl)butyrate... The reactants are ClC(Cl)(Cl)Cl, Cc1ccccc1-c1cc(N2CCOCC2)ncc1N(C)C(=O)C(C)(C)c1cc(C(F)(F)F)cc(C(F)(F)F)c1, [O-][I+3]([O-])([O-])[O-], [Na+], O, O, O=[Ru]=O. Product: Cc1ccccc1-c1cc(N2CCOCC2=O)ncc1N(C)C(=O)C(C)(C)c1cc(C(F)(F)F)cc(C(F)(F)F)c1. Reaction SMILES: [C:47]([Cl:48])([Cl:49])([Cl:50])[Cl:51].[F:7][C:8]([c:9]1[cH:10][c:11]([C:19]([C:20](=[O:21])[N:22]([c:23]2[cH:24][n:25][c:26]([N:36]3[CH2:37][CH2:38][O:39][CH2:40][CH2:41]3)[cH:27][c:28]2-[c:29]2[c:30]([CH3:35])[cH:31][cH:32][cH:33][cH:34]2)[CH3:42])([CH3:43])[CH3:44])[cH:12][c:13]([C:15]([F:16])([F:17])[F:18])[cH:14]1)([F:45])[F:46].[I+3:1]([O-:2])([O-:3])([O-:4])[O-:5].[Na+:6].[OH2:52].[OH2:53].[Ru:54](=[O:55])=[O:56]>>[O:2]=[C:37]1[N:36]([c:26]2[n:25][cH:24][c:23]([N:22]([C:20]([C:19]([c:11]3[cH:10][c:9]([C:8]([F:7])([F:45])[F:46])[cH:14][c:13]([C:15]([F:16])([F:17])[F:18])[cH:12]3)([CH3:43])[CH3:44])=[O:21])[CH3:42])[c:28](-[c:29]3[c:30]([CH3:35])[cH:31][cH:32][cH:33][cH:34]3)[cH:27]2)[CH2:41][CH2:40][O:39][CH2:38]1. Starting materials: ClCCCOC1=CC=C(C=C1)/C=C/C=1OC2=C(N1)C=CC=C2 ((E)-2-[2-(4-chloropropoxyphenyl)ethenyl]benzoxazole), Cl (HCl), C(CC)NCCC (dipropylamine). The product is C(CC)N(CCC)CCCOC1=CC=C(C=C1)/C=C/C=1OC2=C(N1)C=CC=C2 ((E)-2-[2-(4-Dipropylaminopropoxyphenyl)ethenyl]benzoxazole). Isolated yield 40.0%. As a reaction SMILES: Cl[CH2:2][CH2:3][CH2:4][O:5][C:6]1[CH:11]=[CH:10][C:9](/[CH:12]=[CH:13]/[C:14]2[O:15][C:16]3[CH:22]=[CH:21][CH:20]=[CH:19][C:17]=3[N:18]=2)=[CH:8][CH:7]=1.[CH2:23]([NH:26][CH2:27][CH2:28][CH3:29])[CH2:24][CH3:25].Cl>>[CH2:23]([N:26]([CH2:2][CH2:3][CH2:4][O:5][C:6]1[CH:11]=[CH:10][C:9](/[CH:12]=[CH:13]/[C:14]2[O:15][C:16]3[CH:22]=[CH:21][CH:20]=[CH:19][C:17]=3[N:18]=2)=[CH:8][CH:7]=1)[CH2:27][CH2:28][CH3:29])[CH2:24][CH3:25]. Procedure details: The title compound was prepared as described in Example 8 starting with (C) of Example 8 (2.0 g, 6.4 mmol) and using dipropylamine in place of dibutylamine to produce 1.2 g (40% yield) of the title compound as the HCl salt, mp 172°-173° C. IR(KBr): 3400, 1600 cm-1. MS: 379(MH+). 1H NMR (CDCl3): δ 8.48-6.95 (m, 10H), 4.19 (t, J=5.1 Hz, 2H), 3.21 (m, 6H), 2.49-0.91 (m, 12H). Reactants: C1(=CC=C(C=C1)S(=O)(=O)OC1=C(C=CC=C1)O)C (Toluene-4-sulfonic acid, 2-hydroxyphenyl ester), BrCC1=C(C=C(C=C1)OC)OC (4-bromomethyl-1,3-dimethoxy-benzene), C([O-])([O-])=O.[K+].[K+] (potassium carbonate), C1COCCOCCOCCOCCOCCO1 (18-crown-6-ether). The solvent is CC(=O)C (acetone). The product is COC=1C=C(COC2=C(C=CC=C2)OS(=O)(=O)C2=CC=C(C=C2)C)C=C(C1)OC (Toluene-4-sulfonic Acid 2(3,5-dimethoxy-benzyloxy)phenyl Ester). As a reaction SMILES: [C:1]1([CH3:18])[CH:6]=[CH:5][C:4]([S:7]([O:10][C:11]2[CH:16]=[CH:15][CH:14]=[CH:13][C:12]=2[OH:17])(=[O:9])=[O:8])=[CH:3][CH:2]=1.BrC[C:21]1[CH:26]=[CH:25][C:24]([O:27][CH3:28])=[CH:23][C:22]=1[O:29][CH3:30].[C:31](=O)([O-])[O-].[K+].[K+].C1OCCOCCOCCOCCOCCOC1>CC(C)=O>[CH3:28][O:27][C:24]1[CH:25]=[C:26]([CH:21]=[C:22]([O:29][CH3:30])[CH:23]=1)[CH2:31][O:17][C:12]1[CH:13]=[CH:14][CH:15]=[CH:16][C:11]=1[O:10][S:7]([C:4]1[CH:3]=[CH:2][C:1]([CH3:18])=[CH:6][CH:5]=1)(=[O:8])=[O:9] |f:2.3.4|. Reported procedure: Toluene-4-sulfonic acid, 2-hydroxyphenyl ester (0.64 g, 2.42 mmol), 4-bromomethyl-1,3-dimethoxy-benzene (0.56 g, 2.42 mmol), potassium carbonate (0.36 g, 2.62 mmol) and 18-crown-6-ether (0.06 g, 0.24 mmol) were stirred together at room temperature in acetone (20 cm3, 99%) under nitrogen for 28 hours. The solution was evaporated under reduced pressure, and the residue was taken up in dichloromethane (20 cm3) and water (20 cm3). The aqueous layer was extracted with dichloromethane (2×20 cm3), and ...